This data is from the Open Reaction Database (ORD), a public repository of structured organic reaction records. The task is: describe an organic reaction: reactants, conditions, products, and yield Reactants: N[C@@H](C(C)C)C(=O)O (L-valine), ClC(=O)OCC (ethyl chloroformate). Run in [OH-].[Na+] (NaOH), O1CCOCC1 (dioxane). The product is C(C)OC(=O)N[C@@H](C(C)C)C(=O)O (N-(Ethoxycarbonyl)-(L)-valine). As a reaction SMILES: [NH2:1][C@H:2]([C:6]([OH:8])=[O:7])[CH:3]([CH3:5])[CH3:4].Cl[C:10]([O:12][CH2:13][CH3:14])=[O:11]>[OH-].[Na+].O1CCOCC1>[CH2:13]([O:12][C:10]([NH:1][C@H:2]([C:6]([OH:8])=[O:7])[CH:3]([CH3:5])[CH3:4])=[O:11])[CH3:14] |f:2.3|. Procedure: The title compound is prepared, in analogy with Example 30a), from L-valine in 2N NaOH and dioxane using ethyl chloroformate (Fluka, Buchs, Switzerland), and subjected to further processing without purification.